From a dataset of the Open Reaction Database (ORD), a public repository of structured organic reaction records. describe an organic reaction: reactants, conditions, products, and yield Yield: 91.3%. Conditions: temperature 28 celsius, time 8 hour. Product: BrC1=C(C=C(C(=C1)[N+](=O)[O-])F)F (1-Bromo-2,4-difluoro-5-nitrobenzene). The solvent is OS(=O)(=O)O (H2SO4). Starting materials: BrC1=C(C=C(C=C1)F)F (1-bromo-2,4-difluorobenzene), [N+](=O)([O-])[O-].[K+] (KNO3), ice. Reported procedure: To a stirred solution of 1-bromo-2,4-difluorobenzene (0.512 g, 2.65 mmol, Aldrich, used as received) in conc. H2SO4 (5.0 mL) at 0° C., KNO3 (0.275 g, 2.72 mmol) was added in one portion. The resulting solution was allowed to warm to 28° C. and was stirred at that temperature overnight. It was then poured into ice (50 g) and extracted with ethylacetate (50 mL). The extract was dried over Na2SO4, and evaporated to afford 0.576 g (91%) pure title compound as light red oil; 1H NMR (CDCl3); δ 7.141 (... Reaction SMILES: [Br:1][C:2]1[CH:7]=[CH:6][C:5]([F:8])=[CH:4][C:3]=1[F:9].[N+:10]([O-])([O-:12])=[O:11].[K+]>OS(O)(=O)=O>[Br:1][C:2]1[CH:7]=[C:6]([N+:10]([O-:12])=[O:11])[C:5]([F:8])=[CH:4][C:3]=1[F:9] |f:1.2|. Reactants: CS(C)=O, COc1cccc(Oc2c(Cl)nc(N3CCOCC3)nc2Cl)c1, [K], O, NS(=O)(=O)CCc1ccccc1. Yields the product COc1cccc(Oc2c(Cl)nc(N3CCOCC3)nc2NS(=O)(=O)CCc2ccccc2)c1. RXN SMILES: [CH3:37][S:38]([CH3:39])=[O:40].[Cl:1][c:2]1[n:3][c:4]([N:18]2[CH2:19][CH2:20][O:21][CH2:22][CH2:23]2)[n:5][c:6]([Cl:17])[c:7]1[O:8][c:9]1[cH:10][c:11]([O:15][CH3:16])[cH:12][cH:13][cH:14]1.[K:24].[OH2:41].[c:25]1([CH2:31][CH2:32][S:33](=[O:34])(=[O:35])[NH2:36])[cH:26][cH:27][cH:28][cH:29][cH:30]1>>[c:2]1([NH:36][S:33]([CH2:32][CH2:31][c:25]2[cH:26][cH:27][cH:28][cH:29][cH:30]2)(=[O:34])=[O:35])[n:3][c:4]([N:18]2[CH2:19][CH2:20][O:21][CH2:22][CH2:23]2)[n:5][c:6]([Cl:17])[c:7]1[O:8][c:9]1[cH:10][c:11]([O:15][CH3:16])[cH:12][cH:13][cH:14]1. Starting materials: CC#CCO, CN(C)C=O, Fc1cccc(-c2cc(Cl)ncn2)c1, [H-], [Na+], O. The product is CC#CCOc1cc(-c2cccc(F)c2)ncn1. Reaction SMILES: [CH2:15]([C:16]#[C:17][CH3:18])[OH:19].[CH3:23][N:24]([CH3:25])[CH:26]=[O:27].[Cl:1][c:2]1[n:3][cH:4][n:5][c:6](-[c:8]2[cH:9][c:10]([F:14])[cH:11][cH:12][cH:13]2)[cH:7]1.[H-:20].[Na+:21].[OH2:22]>>[c:2]1([O:19][CH2:15][C:16]#[C:17][CH3:18])[n:3][cH:4][n:5][c:6](-[c:8]2[cH:9][c:10]([F:14])[cH:11][cH:12][cH:13]2)[cH:7]1.